Dataset: the Open Reaction Database (ORD), a public repository of structured organic reaction records. Task: describe an organic reaction: reactants, conditions, products, and yield The reactants are C1(=CC=CC=C1)C=C(C1=C(C(=C(C=C1)OC)OC)OC)C1=C(C(=C(C=C1)OC)OC)OC (1-phenyl-2,2-di(2',3',4'-trimethoxyphenyl) ethylene), N1=CC=CC=C1 (pyridine). Reported procedure: The product of Example 9 was heated under reflux with pyridine chlorhydrate for 10 minutes then the reaction mixture was added to water. On recrystallisation of the resulting precipitate from a mixture of water and alcohol, crystals of 1-phenyl-2,2-di-(2,3,4-trihydroxyphenyl) ethylene having a melting point of 142° - 143° C were obtained. ##STR10## Reaction SMILES: [C:1]1([CH:7]=[C:8]([C:21]2[CH:26]=[CH:25][C:24]([O:27]C)=[C:23]([O:29]C)[C:22]=2[O:31]C)[C:9]2[CH:14]=[CH:13][C:12]([O:15]C)=[C:11]([O:17]C)[C:10]=2[O:19]C)[CH:6]=[CH:5][CH:4]=[CH:3][CH:2]=1.N1C=CC=CC=1>O>[C:1]1([CH:7]=[C:8]([C:9]2[CH:14]=[CH:13][C:12]([OH:15])=[C:11]([OH:17])[C:10]=2[OH:19])[C:21]2[CH:26]=[CH:25][C:24]([OH:27])=[C:23]([OH:29])[C:22]=2[OH:31])[CH:6]=[CH:5][CH:4]=[CH:3][CH:2]=1. Solvent: O (water). Yields the product C1(=CC=CC=C1)C=C(C1=C(C(=C(C=C1)O)O)O)C1=C(C(=C(C=C1)O)O)O (1 -phenyl-2,2-di-(2',3',4'-trihydroxyphenyl) ethylene). Starting materials: CC1CN(C(=O)C(F)(F)F)CCc2nc(O)ccc21, CO, CC1CN(C(=O)C(F)(F)F)CCc2nc(Cl)ccc21, [K+], [K+], O=C([O-])[O-], CN(C)C=O, O=P(Cl)(Cl)Cl. The product is CC1CNCCc2nc(Cl)ccc21. RXN SMILES: [CH3:1][CH:2]1[CH2:3][N:4]([C:5](=[O:6])[C:7]([F:8])([F:9])[F:10])[CH2:11][CH2:12][c:13]2[n:14][c:15]([OH:16])[cH:17][cH:18][c:19]21.[CH3:50][OH:51].[Cl:25][c:26]1[cH:27][cH:28][c:29]2[c:30]([n:43]1)[CH2:31][CH2:32][N:33]([C:37](=[O:38])[C:39]([F:40])([F:41])[F:42])[CH2:34][CH:35]2[CH3:36].[K+:44].[K+:45].[O-:46][C:47]([O-:48])=[O:49].[O:52]=[CH:53][N:54]([CH3:55])[CH3:56].[P:20]([Cl:21])([Cl:22])([Cl:23])=[O:24]>>[Cl:25][c:26]1[cH:27][cH:28][c:29]2[c:30]([n:43]1)[CH2:31][CH2:32][NH:33][CH2:34][CH:35]2[CH3:36]. The reactants are C1(=CC=CC=C1)P(C1=C(C2=CC=CC=C2C=C1)C1=C(C=CC2=CC=CC=C12)P(C1=CC=CC=C1)C1=CC=CC=C1)C1=CC=CC=C1 (BINAP), BrC1=C(C=CC(=C1)[N+](=O)[O-])C (2-bromo-1-methyl-4-nitrobenzene), N1(CCNCC1)C(=O)OC(C)(C)C (tert-butyl piperazine-1-carboxylate), CC(C)([O-])C.[Na+] (sodium tert-butoxide). Reagents/catalysts: C(C)(=O)[O-].[Pd+2].C(C)(=O)[O-] (palladium acetate). The solvent is C1(=CC=CC=C1)C (toluene), C1(=CC=CC=C1)C (toluene). Run at temperature 70 celsius, time 30 minute. Product: C(C)(C)(C)OC(=O)N1CCN(CC1)C1=C(C=CC(=C1)[N+](=O)[O-])C (4-(2-Methyl-5-nitro-phenyl)-piperazine-1-carboxylic acid tert-butyl ester). RXN SMILES: C1(P(C2C=CC=CC=2)C2C=CC3C(=CC=CC=3)C=2C2C3C(=CC=CC=3)C=CC=2P(C2C=CC=CC=2)C2C=CC=CC=2)C=CC=CC=1.Br[C:48]1[CH:53]=[C:52]([N+:54]([O-:56])=[O:55])[CH:51]=[CH:50][C:49]=1[CH3:57].[N:58]1([C:64]([O:66][C:67]([CH3:70])([CH3:69])[CH3:68])=[O:65])[CH2:63][CH2:62][NH:61][CH2:60][CH2:59]1.CC(C)([O-])C.[Na+]>C1(C)C=CC=CC=1.C([O-])(=O)C.[Pd+2].C([O-])(=O)C>[C:67]([O:66][C:64]([N:58]1[CH2:63][CH2:62][N:61]([C:48]2[CH:53]=[C:52]([N+:54]([O-:56])=[O:55])[CH:51]=[CH:50][C:49]=2[CH3:57])[CH2:60][CH2:59]1)=[O:65])([CH3:70])([CH3:68])[CH3:69] |f:3.4,6.7.8|. Procedure details: In a first flask 0.135 g of palladium acetate (0.135 g, 0.602 mmol) and BINAP (2,2′-bis(diphenylphosphino)-1,1′-binaphthyl) (0.375 g) were suspended in 5 mL of toluene and stirred at 70° C. for 30 min. In a second flask, 2-bromo-1-methyl-4-nitrobenzene (1 g, 4.63 mmol), tert-butyl piperazine-1-carboxylate (1.12 g, 6.02 mmol and sodium tert-butoxide (1.068 g, 11.11 mmol) were added to 5 mL of toluene and stirred for 30 min. at 60° C. To this mixture was added the contents of the first flask, and ... Starting materials: N#Cc1ccc(Br)cc1, C1CCOC1, [Cl-], [Cl-], [Li+], [NH4+], O=C1CCCCC1. As a reaction SMILES: [Br:3][c:4]1[cH:5][cH:6][c:7]([C:8]#[N:9])[cH:10][cH:11]1.[CH2:21]1[O:22][CH2:23][CH2:24][CH2:25]1.[Cl-:19].[Cl-:1].[Li+:2].[NH4+:20].[O:12]=[C:13]1[CH2:14][CH2:15][CH2:16][CH2:17][CH2:18]1>>[c:4]1([C:13]2([OH:12])[CH2:14][CH2:15][CH2:16][CH2:17][CH2:18]2)[cH:5][cH:6][c:7]([C:8]#[N:9])[cH:10][cH:11]1. Product: N#Cc1ccc(C2(O)CCCCC2)cc1. The reactants are B(O)(O)O (boric acid), CC(C)(CC(C)O)O (2-methyl-2,4-pentanediol). Run in CCCCCCC (heptane). Conditions: temperature 95 celsius. Yields the product OB1OC(CC(O1)(C)C)C (2-hydroxy-4,4,6-trimethyl-1,3,2-dioxaborinane). As a reaction SMILES: [B:1]([OH:4])([OH:3])[OH:2].[CH3:5][C:6](O)([CH2:8][CH:9](O)[CH3:10])[CH3:7]>CCCCCCC>[OH:2][B:1]1[O:4][C:6]([CH3:7])([CH3:5])[CH2:8][CH:9]([CH3:10])[O:3]1. Reported procedure: 61.2 g of boric acid (1 mol) and 118.2 g of 2-methyl-2,4-pentanediol (1 mol) and 200 ml of heptane are charged to a reaction flask equipped with stirrer, Marcusson apparatus and reflux condenser. The reaction mixture is heated up to its reflux temperature (about 95° C.), with stirring, and is kept at that temperature for a 4-hour period.